This data is from the Open Reaction Database (ORD), a public repository of structured organic reaction records. The task is: describe an organic reaction: reactants, conditions, products, and yield Starting materials: ONC(C)=N (N-hydroxyacetamidine), 4A, ClC=1C(=C(C(=O)N2CCN(CC2)CC=2C=C(C(=O)OC)C=C(N2)N=C2SC=CN2COC)C=CC1)F (methyl 2-((4-(3-chloro-2-fluorobenzoyl)piperazin-1-yl)methyl)6-((3-(methoxymethyl)-thiazol-2(3H)-ylidene)amino)isonicotinate), [H-].[Na+] (sodium hydride). The solvent is O1CCCC1 (tetrahydrofuran), O1CCCC1 (tetrahydrofuran), C(C)(=O)OCC (ethyl acetate). Run at temperature 65 celsius, time 1 hour. The product is ClC=1C(=C(C(=O)N2CCN(CC2)CC2=CC(=CC(=N2)N=C2SC=CN2COC)C2=NC(=NO2)C)C=CC1)F (6-((4-(3-chloro-2-fluorobenzoyl)piperazin-1-yl)methyl)-N-(3-(methoxymethyl)thiazol-2(3H)-ylidene)-4-(3-methyl-1,2,4-oxadiazol-5-yl)pyridin-2-amine). As a reaction SMILES: [OH:1][NH:2][C:3](=[NH:5])[CH3:4].[H-].[Na+].[Cl:8][C:9]1[C:10]([F:43])=[C:11]([CH:40]=[CH:41][CH:42]=1)[C:12]([N:14]1[CH2:19][CH2:18][N:17]([CH2:20][C:21]2[CH:22]=[C:23]([CH:28]=[C:29]([N:31]=[C:32]3[N:36]([CH2:37][O:38][CH3:39])[CH:35]=[CH:34][S:33]3)[N:30]=2)[C:24](OC)=O)[CH2:16][CH2:15]1)=[O:13]>O1CCCC1.C(OCC)(=O)C>[Cl:8][C:9]1[C:10]([F:43])=[C:11]([CH:40]=[CH:41][CH:42]=1)[C:12]([N:14]1[CH2:19][CH2:18][N:17]([CH2:20][C:21]2[N:30]=[C:29]([N:31]=[C:32]3[N:36]([CH2:37][O:38][CH3:39])[CH:35]=[CH:34][S:33]3)[CH:28]=[C:23]([C:24]3[O:1][N:2]=[C:3]([CH3:4])[N:5]=3)[CH:22]=2)[CH2:16][CH2:15]1)=[O:13] |f:1.2|. Procedure: To a mixture of 9.4 mg of N-hydroxyacetamidine, molecular sieves 4A and 1 ml of tetrahydrofuran was added sodium hydride followed by stirring at 65° C. for 1 hour. To the reaction solution was added a solution of 22.6 mg of methyl 2-((4-(3-chloro-2-fluorobenzoyl)piperazin-1-yl)methyl)6-((3-(methoxymethyl)-thiazol-2(3H)-ylidene)amino)isonicotinate in 1 ml of tetrahydrofuran, followed by heating under reflux for 6 hours. The reaction solution was cooled to room temperature, diluted with ethyl acet... The reactants are C1(=CC=CC=C1)C(N1C=NC(=C1)CCC[O-])(C1=CC=CC=C1)C1=CC=CC=C1.[Na+] (sodium 3-(1-triphenylmethyl-1H-imidazol-4-yl)propanolate), [Cl-].CCCCCCC (heptane chloride). The product is C(CCCCCC)OCCCC=1N=CNC1 (3-(1H-Imidazol-4-yl)propyl heptyl ether). As a reaction SMILES: C1(C(C2C=CC=CC=2)(C2C=CC=CC=2)[N:8]2[CH:12]=[C:11]([CH2:13][CH2:14][CH2:15][O-:16])[N:10]=[CH:9]2)C=CC=CC=1.[Na+].[Cl-].[CH3:31][CH2:32][CH2:33][CH2:34][CH2:35][CH2:36][CH3:37]>>[CH2:31]([O:16][CH2:15][CH2:14][CH2:13][C:11]1[N:10]=[CH:9][NH:8][CH:12]=1)[CH2:32][CH2:33][CH2:34][CH2:35][CH2:36][CH3:37] |f:0.1,2.3|. Procedure: 5 mmol of sodium 3-(1-triphenylmethyl-1H-imidazol-4-yl)propanolate and 5 mmol of heptane chloride are treated as described in Example 5. Starting materials: Cl (HCl), C(CCCCCCC)Br (n-Octyl bromide), OC1=CC=C(C=C1)C1=CC=C(C(=O)O)C=C1 (4-(4'-hydroxyphenyl)benzoic acid), [OH-].[Na+] (sodium hydroxide). Run in CS(=O)C (dimethylsulfoxide). Reaction conditions: time 18 hour. Yields the product C(CCCCCCC)OC1=CC=C(C=C1)C1=CC=C(C=C1)C(=O)O (4'-n-octyloxy[1,1'-biphenyl]-4-ylcarboxylic acid). Reaction SMILES: [CH2:1](Br)[CH2:2][CH2:3][CH2:4][CH2:5][CH2:6][CH2:7][CH3:8].[OH:10][C:11]1[CH:16]=[CH:15][C:14]([C:17]2[CH:25]=[CH:24][C:20]([C:21]([OH:23])=[O:22])=[CH:19][CH:18]=2)=[CH:13][CH:12]=1.[OH-].[Na+].Cl>CS(C)=O>[CH2:1]([O:10][C:11]1[CH:12]=[CH:13][C:14]([C:17]2[CH:25]=[CH:24][C:20]([C:21]([OH:23])=[O:22])=[CH:19][CH:18]=2)=[CH:15][CH:16]=1)[CH2:2][CH2:3][CH2:4][CH2:5][CH2:6][CH2:7][CH3:8] |f:2.3|. Procedure: n-Octyl bromide (1.63 mL) was added to a solution of 4-(4'-hydroxyphenyl)benzoic acid (2.02 g) and 5N sodium hydroxide (3.77 mL) in dimethylsulfoxide (25 mL) and the mixture was stirred at 60°-70° C. for a period of 18 hours. The reaction mixture was cooled to room temperature and then acidified with approximately 6 mL of 2N HCl and partitioned between ethyl acetate and water. The organic phase was washed with 3×250 mL of water and 1×250 mL brine and filtered. The filter cake was saved. The orga... The reactants are ClCCl, COc1ccc(Cn2nc(CC3CCN(C(=O)OC(C)(C)C)CC3)c3c(Oc4ccc(NC(=O)c5nccn(-c6ccc(F)cc6)c5=O)cc4F)ccnc32)cc1, O=C(O)C(F)(F)F. Product: COc1ccc(Cn2nc(CC3CCNCC3)c3c(Oc4ccc(NC(=O)c5nccn(-c6ccc(F)cc6)c5=O)cc4F)ccnc32)cc1. Reaction SMILES: [Cl:65][CH2:66][Cl:67].[F:1][c:2]1[c:3]([O:4][c:5]2[c:6]3[c:7]([n:8][cH:9][cH:10]2)[n:11]([CH2:28][c:29]2[cH:30][cH:31][c:32]([O:35][CH3:36])[cH:33][cH:34]2)[n:12][c:13]3[CH2:14][CH:15]2[CH2:16][CH2:17][N:18]([C:21]([O:22][C:23]([CH3:24])([CH3:25])[CH3:26])=[O:27])[CH2:19][CH2:20]2)[cH:37][cH:38][c:39]([NH:41][C:42](=[O:43])[c:44]2[n:45][cH:46][cH:47][n:48](-[c:51]3[cH:52][cH:53][c:54]([F:57])[cH:55][cH:56]3)[c:49]2=[O:50])[cH:40]1.[F:58][C:59]([F:60])([F:61])[C:62]([OH:63])=[O:64]>>[F:1][c:2]1[c:3]([O:4][c:5]2[c:6]3[c:7]([n:8][cH:9][cH:10]2)[n:11]([CH2:28][c:29]2[cH:30][cH:31][c:32]([O:35][CH3:36])[cH:33][cH:34]2)[n:12][c:13]3[CH2:14][CH:15]2[CH2:16][CH2:17][NH:18][CH2:19][CH2:20]2)[cH:37][cH:38][c:39]([NH:41][C:42](=[O:43])[c:44]2[n:45][cH:46][cH:47][n:48](-[c:51]3[cH:52][cH:53][c:54]([F:57])[cH:55][cH:56]3)[c:49]2=[O:50])[cH:40]1. The reactants are FC(C(=O)O)(F)F.C(C)OC(=O)[C@H]1NC[C@H](C1)N=[N+]=[N-] ((2S,4S)-4-azido-pyrrolidine-2-carboxylic acid ethyl ester trifluoroacetate salt), COC(=O)[C@H]1N(C[C@H](C1)N)CC1CCCCC1 ((2S,4S)-4-amino-1-cyclohexylmethyl-pyrrolidine-2-carboxylic acid methyl ester). Product: COC(=O)[C@H]1N(C[C@H](C1)N)CC1CCCC1 ((2S,4S)-4-Amino-1-cyclopentylmethyl-pyrrolidine-2-carboxylic acid methyl ester). As a reaction SMILES: FC(F)(F)C(O)=O.C(OC([C@@H]1C[C@H](N=[N+]=[N-])CN1)=O)C.[CH3:21][O:22][C:23]([C@@H:25]1[CH2:29][C@H:28]([NH2:30])[CH2:27][N:26]1[CH2:31][CH:32]1[CH2:37][CH2:36][CH2:35][CH2:34]C1)=[O:24]>>[CH3:21][O:22][C:23]([C@@H:25]1[CH2:29][C@H:28]([NH2:30])[CH2:27][N:26]1[CH2:31][CH:32]1[CH2:37][CH2:36][CH2:35][CH2:34]1)=[O:24] |f:0.1|. Reported procedure: (2S,4S)-4-Amino-1-cyclopentylmethyl-pyrrolidine-2-carboxylic acid methyl ester was prepared from (2S,4S)-4-azido-pyrrolidine-2-carboxylic acid ethyl ester trifluoroacetate salt in a similar reaction sequence used in the preparation of (2S,4S)-4-amino-1-cyclohexylmethyl-pyrrolidine-2-carboxylic acid methyl ester. MS calcd. for C13H25N2O2 [(M+H)+] 241, obsd. 241.